From a dataset of the Open Reaction Database (ORD), a public repository of structured organic reaction records. describe an organic reaction: reactants, conditions, products, and yield Starting materials: NC=1C=NC2=CC(=C(C=C2C1NC1=C(C=C(C#N)C=C1)F)OCC1=CC=CC=C1)OC (4-(3-Amino-6-benzyloxy-7-methoxyquinolin-4-ylamino)-3-fluorobenzonitrile), ClC(=O)OC(Cl)(Cl)Cl (trichloromethyl chloroformate), C(=O)([O-])[O-].[Na+].[Na+] (Na2CO3), O (water). Run in ClCCl (dichloromethane), CCN(C(C)C)C(C)C (Hünig's base), ClCCl (dichloromethane). Conditions: time 30 minute. The product is C(C1=CC=CC=C1)OC1=CC=2C3=C(C=NC2C=C1OC)NC(N3C3=C(C=C(C#N)C=C3)F)=O (4-(8-benzyloxy-7-methoxy-2-oxo-2,3-dihydroimidazo[4,5-c]quinolin-1-yl)-3-fluorobenzonitrile). The yield is 59.7%. As a reaction SMILES: [NH2:1][C:2]1[CH:3]=[N:4][C:5]2[C:10]([C:11]=1[NH:12][C:13]1[CH:20]=[CH:19][C:16]([C:17]#[N:18])=[CH:15][C:14]=1[F:21])=[CH:9][C:8]([O:22][CH2:23][C:24]1[CH:29]=[CH:28][CH:27]=[CH:26][CH:25]=1)=[C:7]([O:30][CH3:31])[CH:6]=2.Cl[C:33](OC(Cl)(Cl)Cl)=[O:34].C([O-])([O-])=O.[Na+].[Na+].O>ClCCl.CCN(C(C)C)C(C)C>[CH2:23]([O:22][C:8]1[C:7]([O:30][CH3:31])=[CH:6][C:5]2[N:4]=[CH:3][C:2]3[NH:1][C:33](=[O:34])[N:12]([C:13]4[CH:20]=[CH:19][C:16]([C:17]#[N:18])=[CH:15][C:14]=4[F:21])[C:11]=3[C:10]=2[CH:9]=1)[C:24]1[CH:25]=[CH:26][CH:27]=[CH:28][CH:29]=1 |f:2.3.4|. Procedure details: 4-(3-Amino-6-benzyloxy-7-methoxyquinolin-4-ylamino)-3-fluorobenzonitrile (2.99 g, 7.2 mmol) was dissolved in dichloromethane (69 ml) together with Hünig's base (iPr2EtN, 1.43 ml). The solution obtained was subsequently added dropwise with ice-bath cooling to a mixture of trichloromethyl chloroformate (diphosgene, 938 μl, 7.72 mmol) and dichloromethane (42 ml). When the addition was complete, the mixture was stirred at room temperature for a further 30 min. Saturated Na2CO3 (30 ml) and water (170... Reactants: [OH-].[Na+] (NaOH), Compound 6, OCC(=O)[C@H](O)[C@H](O)[C@@H](O)C (L-fuculose), [OH-].[Na+] (NaOH). The solvent is O (water). Run at temperature 37 celsius, time 3 hour. Product: O=C[C@@H](O)[C@H](O)[C@H](O)[C@@H](O)C (L-Fucose). Isolated yield 33.1%. As a reaction SMILES: [OH-].[Na+].[OH:3][CH2:4][C:5]([C@@H:7]([C@@H:9]([C@H:11]([CH3:13])[OH:12])[OH:10])[OH:8])=[O:6]>O>[O:3]=[CH:4][C@H:5]([C@@H:7]([C@@H:9]([C@H:11]([CH3:13])[OH:12])[OH:10])[OH:8])[OH:6] |f:0.1|. Procedure: Scaled up sequential synthesis of 1. Compound 6 (6.0 g, 50 mmol) was hydrolyzed in water (50 mL) with Dowex 50W-X8 resin (H+ form, 200-400 mesh, 6.0 g, pH 2.8) for 4 h at 60° C. After the resin was filtered off and washed with water, a solution of 2 (18.60 mL, 10.0 mmol, synthesized by Wong, C.-H. J. Org. Chem. 1994, 59, 7182) was added, the mixture adjusted to pH 6.8 with 6N NaOH (1.8 mL) and L-fuculose aldolase (24 mL, 305 units) was added. The mixture was readjusted to pH 6.8 with 6N NaOH (0.... Reactants: C(C)OC(=O)[C@H]1N(C[C@@H]2CC[C@@H](C[C@@H]2C1)CN1C=NC(=C1C(=O)OCC)C(=O)OCC)C(=O)OC ([3S,4aR,6S,8aR]-ethyl-6-((4,5-bis-ethoxycarbonyl-1H-imidazol-1-yl)methyl)-2-(methoxycarbonyl)-1,2,3,4,4a,5,6,7,8,8a-decahydroisoquinoline-3-carboxylate), I[Si](C)(C)C (iodotrimethylsilane), ClCCl (dichloromethane). The solvent is C(C)(=O)OCC.CCCCCC (ethyl acetate hexane). Conditions: time 30 minute. Yields the product C(C)OC(=O)[C@H]1NC[C@@H]2CC[C@@H](C[C@@H]2C1)CN1C=NC(=C1C(=O)OCC)C(=O)OCC ([3S,4aR,6S,8aR]-Ethyl-6-((4,5-bis-ethoxycarbonyl-1H-imidazol-1-yl)methyl)-1,2,3,4,4a,5,6,7,8,8a-decahydroisoquinoline-3-carboxylate). Yield: 50.7%. RXN SMILES: [CH2:1]([O:3][C:4]([C@@H:6]1[CH2:15][C@@H:14]2[C@@H:9]([CH2:10][CH2:11][C@H:12]([CH2:16][N:17]3[C:21]([C:22]([O:24][CH2:25][CH3:26])=[O:23])=[C:20]([C:27]([O:29][CH2:30][CH3:31])=[O:28])[N:19]=[CH:18]3)[CH2:13]2)[CH2:8][N:7]1C(OC)=O)=[O:5])[CH3:2].I[Si](C)(C)C.ClCCl>C(OCC)(=O)C.CCCCCC>[CH2:1]([O:3][C:4]([C@@H:6]1[CH2:15][C@@H:14]2[C@@H:9]([CH2:10][CH2:11][C@H:12]([CH2:16][N:17]3[C:21]([C:22]([O:24][CH2:25][CH3:26])=[O:23])=[C:20]([C:27]([O:29][CH2:30][CH3:31])=[O:28])[N:19]=[CH:18]3)[CH2:13]2)[CH2:8][NH:7]1)=[O:5])[CH3:2] |f:3.4|. Procedure details: A solution of [3S,4aR,6S,8aR]-ethyl-6-((4,5-bis-ethoxycarbonyl-1H-imidazol-1-yl)methyl)-2-(methoxycarbonyl)-1,2,3,4,4a,5,6,7,8,8a-decahydroisoquinoline-3-carboxylate (10.55 g, 0.02138 mol), iodotrimethylsilane (21.39 g, 0.1069 mol), and dichloromethane (428 mL) was stirred for 16 hours at ambient temperature until complete as determined by tic (ethyl acetate/hexane, 2:1). The reaction mixture was concentrated to approximately 200 mL, ethanol (100 mL) was added and the resulting solution concentr... Procedure details: A key intermediate in the preparation of tazarotene, 4,4-dimethyl-6-ethynylthiochroman (II), is prepared as shown in Scheme I: Thiophenol (1) and 1-bromo-3-methyl-2-butene (2) are heated at reflux with sodium hydroxide in acetone resulting in phenyl-3-methylbut-2-enylsulfide (3). The phenyl-3-methylbut-2-enyl sulfide (3) is cyclized by refluxing with phosphorus pentoxide and phosphoric acid in benzene to yield 4,4-dimethylthiochroman (4). The 4,4-dimethylthiochroman (4) is reacted with acetyl ch... Product: CC1(CCSC2=CC=CC=C12)C (4,4-dimethylthiochroman). Reactants: CCOC(=O)C=1C=CC(=NC1)C#CC=2C=CC3=C(C2)C(CCS3)(C)C (tazarotene), CC1(CCSC2=CC=C(C=C12)C#C)C (4,4-dimethyl-6-ethynylthiochroman), O=P12OP3(=O)OP(=O)(O1)OP(=O)(O2)O3 (phosphorus pentoxide), P(O)(O)(O)=O (phosphoric acid), C1(=CC=CC=C1)S (Thiophenol), BrCC=C(C)C (1-bromo-3-methyl-2-butene), [OH-].[Na+] (sodium hydroxide). Run in C1(=CC=CC=C1)C(C=C(C)C)SC(C=C(C)C)C1=CC=CC=C1 (phenyl-3-methylbut-2-enylsulfide), C1=CC=CC=C1 (benzene), CC(=O)C (acetone), C1(=CC=CC=C1)C(C=C(C)C)SC(C=C(C)C)C1=CC=CC=C1 (phenyl-3-methylbut-2-enylsulfide). As a reaction SMILES: CCOC(C1C=CC(C#C[C:14]2[CH:15]=[CH:16][C:17]3[S:23][CH2:22][CH2:21][C:20]([CH3:25])([CH3:24])[C:18]=3[CH:19]=2)=NC=1)=O.CC1(C)C2C(=CC=C(C#C)C=2)SCC1.C1(S)C=CC=CC=1.BrCC=C(C)C.[OH-].[Na+].O=P12OP3(OP(OP(O3)(O1)=O)(=O)O2)=O.P(=O)(O)(O)O>CC(C)=O.C1(C(SC(C2C=CC=CC=2)C=C(C)C)C=C(C)C)C=CC=CC=1.C1C=CC=CC=1>[CH3:24][C:20]1([CH3:25])[C:18]2[C:17](=[CH:16][CH:15]=[CH:14][CH:19]=2)[S:23][CH2:22][CH2:21]1 |f:4.5|. Reactants: CC1=C(C=C(C=C1C)C)O (2,3,5-trimethylphenol), C([O-])([O-])=O.[K+].[K+] (potassium carbonate), [I-].[K+] (potassium iodide), C(C)OCCCl (2-chloroethyl ethyl ether), C([O-])([O-])=O.[K+].[K+] (potassium carbonate), [I-].[K+] (potassium iodide), C(C)OCCCl (2-chloroethyl ethyl ether). The solvent is CN(C=O)C (N,N-dimethylformamide), C(C)(=O)OCC (ethyl acetate). Product: C(C)OCCOC1=C(C(=CC(=C1)C)C)C (1-(2-ethoxyethoxy)-2,3,5-trimethylbenzene). The yield is 89.5%. RXN SMILES: [CH3:1][C:2]1[C:7]([CH3:8])=[CH:6][C:5]([CH3:9])=[CH:4][C:3]=1[OH:10].C(=O)([O-])[O-].[K+].[K+].[I-].[K+].[CH2:19]([O:21][CH2:22][CH2:23]Cl)[CH3:20]>CN(C)C=O.C(OCC)(=O)C>[CH2:19]([O:21][CH2:22][CH2:23][O:10][C:3]1[CH:4]=[C:5]([CH3:9])[CH:6]=[C:7]([CH3:8])[C:2]=1[CH3:1])[CH3:20] |f:1.2.3,4.5|. Reported procedure: To a solution of 2,3,5-trimethylphenol (3.0 g, 22.0 mmol), potassium carbonate (3.65 g, 26.4 mmol) and potassium iodide (0.55 g, 3.3 mmol) in N,N-dimethylformamide (50 mL) was added 2-chloroethyl ethyl ether (3.59 g, 33.3 mmol) under stirring at room temperature, and the mixture was stirred at 70° C. for 24 hr. To the reaction mixture were added reagents (potassium carbonate, potassium iodide and 2-chloroethyl ethyl ether) in the same amount as mentioned above, and the mixture was further stirre... The reactants are CC1CCCN1, Cl, OCCc1coc(-c2ccc(OCc3cscn3)cc2)n1. Yields the product CC1CCCN1CCc1coc(-c2ccc(OCc3cscn3)cc2)n1. As a reaction SMILES: [CH3:23][CH:24]1[NH:25][CH2:26][CH2:27][CH2:28]1.[ClH:22].[s:1]1[cH:2][n:3][c:4]([CH2:6][O:7][c:8]2[cH:9][cH:10][c:11](-[c:14]3[o:15][cH:16][c:17]([CH2:19][CH2:20][OH:21])[n:18]3)[cH:12][cH:13]2)[cH:5]1>>[s:1]1[cH:2][n:3][c:4]([CH2:6][O:7][c:8]2[cH:9][cH:10][c:11](-[c:14]3[o:15][cH:16][c:17]([CH2:19][CH2:20][N:25]4[CH:24]([CH3:23])[CH2:28][CH2:27][CH2:26]4)[n:18]3)[cH:12][cH:13]2)[cH:5]1.